This data is from the Open Reaction Database (ORD), a public repository of structured organic reaction records. The task is: describe an organic reaction: reactants, conditions, products, and yield Starting materials: C1N2CN3CN1CN(C2)C3 (Hexamine), C(C1=CC=CC=C1)OC1=CC=C(C=C1)C(CBr)=O (1-(4-benzyloxy-phenyl)-2-bromo-ethanone), C(Cl)(Cl)Cl (chloroform), CCOCC (ether). Yields the product Cl.NCC(=O)C1=CC=C(C=C1)OCC1=CC=CC=C1 (2-Amino-1-(4-benzyloxy-phenyl)-ethanone, hydrochloride). Run at time 3 hour. Procedure: Hexamine (5.6 g; 40 mmol) was added to a solution of 1-(4-benzyloxy-phenyl)-2-bromo-ethanone (12.2 g; 40 mmol) in chloroform (80 ml), and stirred for 3 h. Dry ether (80 ml) was added and the solid that separated was filtered, washed with ether, dried then suspended in methanol (100 ml) and con. HCl (20 ml) and allowed to stir for 16 h. The reaction mixture was concentrated, and treated with water (20 ml). The solid obtained was filtered, washed with cold water (2×10 ml) and dried to obtain the t... RXN SMILES: C1N2CN3[CH2:10][N:4](C2)CN1C3.[CH2:11]([O:18][C:19]1[CH:24]=[CH:23][C:22]([C:25](=[O:28])CBr)=[CH:21][CH:20]=1)[C:12]1[CH:17]=[CH:16][CH:15]=[CH:14][CH:13]=1.CCOCC.C(Cl)(Cl)[Cl:35]>>[ClH:35].[NH2:4][CH2:10][C:25]([C:22]1[CH:23]=[CH:24][C:19]([O:18][CH2:11][C:12]2[CH:17]=[CH:16][CH:15]=[CH:14][CH:13]=2)=[CH:20][CH:21]=1)=[O:28] |f:4.5|. Starting materials: FC=1C=C(C=CC1F)C=1C(=NC=C(C(=O)O)C1)OCC(F)(F)F (5-(3,4-difluorophenyl)-6-(2,2,2-trifluoroethoxy)nicotinic acid), FC(C1=NOC(=N1)CN)(F)F (3-trifluoromethyl-[1,2,4]oxadiazol-5-methanamine). Product: FC=1C=C(C=CC1F)C=1C(=NC=C(C(=O)NCC2=NC(=NO2)C(F)(F)F)C1)OCC(F)(F)F (5-(3,4-difluorophenyl)-6-(2,2,2-trifluoroethoxy)-N-((3-(trifluoromethyl)-1,2,4-oxadiazol-5-yl)methyl)nicotinamide). As a reaction SMILES: [F:1][C:2]1[CH:3]=[C:4]([C:9]2[C:10]([O:18][CH2:19][C:20]([F:23])([F:22])[F:21])=[N:11][CH:12]=[C:13]([CH:17]=2)[C:14](O)=[O:15])[CH:5]=[CH:6][C:7]=1[F:8].[F:24][C:25]([F:34])([F:33])[C:26]1[N:30]=[C:29]([CH2:31][NH2:32])[O:28][N:27]=1>>[F:1][C:2]1[CH:3]=[C:4]([C:9]2[C:10]([O:18][CH2:19][C:20]([F:23])([F:22])[F:21])=[N:11][CH:12]=[C:13]([CH:17]=2)[C:14]([NH:32][CH2:31][C:29]2[O:28][N:27]=[C:26]([C:25]([F:34])([F:33])[F:24])[N:30]=2)=[O:15])[CH:5]=[CH:6][C:7]=1[F:8]. Procedure details: The title compound was synthesized in analogy to Example 1 using 5-(3,4-difluorophenyl)-6-(2,2,2-trifluoroethoxy)nicotinic acid (example BX) and 3-trifluoromethyl-[1,2,4]oxadiazol-5-methanamine (example AK) as starting materials; MS (ESI): 483.2 (M+H)+. Starting materials: COc1ccc(CC2COC(=O)C2Cc2ccc(OC(=O)N3CCC(NC(=O)OC(C)(C)C)C3)c(OC)c2)cc1OC, Cl, C1COCCO1. RXN SMILES: [C:1]([O:2][C:3](=[O:4])[NH:8][CH:9]1[CH2:10][N:11]([C:14](=[O:15])[O:16][c:17]2[c:18]([O:41][CH3:42])[cH:19][c:20]([CH2:23][CH:24]3[C:25](=[O:40])[O:26][CH2:27][CH:28]3[CH2:29][c:30]3[cH:31][c:32]([O:38][CH3:39])[c:33]([O:36][CH3:37])[cH:34][cH:35]3)[cH:21][cH:22]2)[CH2:12][CH2:13]1)([CH3:5])([CH3:6])[CH3:7].[ClH:43].[O:44]1[CH2:45][CH2:46][O:47][CH2:48][CH2:49]1>>[NH2:8][CH:9]1[CH2:10][N:11]([C:14](=[O:15])[O:16][c:17]2[c:18]([O:41][CH3:42])[cH:19][c:20]([CH2:23][CH:24]3[C:25](=[O:40])[O:26][CH2:27][CH:28]3[CH2:29][c:30]3[cH:31][c:32]([O:38][CH3:39])[c:33]([O:36][CH3:37])[cH:34][cH:35]3)[cH:21][cH:22]2)[CH2:12][CH2:13]1. Product: COc1ccc(CC2COC(=O)C2Cc2ccc(OC(=O)N3CCC(N)C3)c(OC)c2)cc1OC. Reactants: Br, c1ccc(COCc2ccccc2)cc1, CC(=O)O, c1ccc2ncccc2c1. The product is Oc1ccc2cccnc2c1. Reaction SMILES: [BrH:26].[CH2:11]([O:18][CH2:12][c:13]1[cH:14][cH:15][cH:16][cH:17][cH:19]1)[c:20]1[cH:21][cH:22][cH:23][cH:24][cH:25]1.[CH3:27][C:28](=[O:29])[OH:30].[cH:1]1[cH:2][cH:3][c:4]2[n:5][cH:6][cH:7][cH:8][c:9]2[cH:10]1>>[cH:1]1[c:2]([OH:18])[cH:3][c:4]2[n:5][cH:6][cH:7][cH:8][c:9]2[cH:10]1. Reactants: NC1=CC=C(C=C1)S (p-aminothiophenol), [OH-].[K+] (potassium hydroxide), ClC1=NC2=CC=C(C=C2N=C1)Cl (2,6-dichloroquinoxaline), NC1=CC=C(C=C1)[S-].[K+] (potassium p-aminothiophenolate). Solvent: CS(=O)C (dimethylsulfoxide), O (water), O (water), CS(=O)C (dimethylsulfoxide). Reaction conditions: time 5 hour. The product is ClC=1C=C2N=CC(=NC2=CC1)SC1=CC=C(N)C=C1 (4-(6-chloro-2-quinoxalylthio)-aniline). Yield: 51.7%. As a reaction SMILES: [NH2:1][C:2]1[CH:7]=[CH:6][C:5]([SH:8])=[CH:4][CH:3]=1.[OH-].[K+].NC1C=CC([S-])=CC=1.[K+].Cl[C:21]1[CH:30]=[N:29][C:28]2[C:23](=[CH:24][CH:25]=[C:26]([Cl:31])[CH:27]=2)[N:22]=1>CS(C)=O.O>[Cl:31][C:26]1[CH:27]=[C:28]2[C:23](=[CH:24][CH:25]=1)[N:22]=[C:21]([S:8][C:5]1[CH:6]=[CH:7][C:2]([NH2:1])=[CH:3][CH:4]=1)[CH:30]=[N:29]2 |f:1.2,3.4|. Procedure details: 5.7 g (0.045 mol) of p-aminothiophenol together with 3 g (0.045 mol) of 86% potassium hydroxide and 2 ml of water in 80 ml of dimethylsulfoxide was heated under stirring at 80°-90° C. for 5 hours to make the potassium p-aminothiophenolate. The water generated was removed off by azeotropic distillation under reduced pressure. To this solution which was allowed to be cooled to room temperature was added a solution of 9 g (0.045 mol) of 2,6-dichloroquinoxaline dissolved in 100 ml of dimethylsulfoxi...